Task: describe an organic reaction: reactants, conditions, products, and yield. Dataset: the Open Reaction Database (ORD), a public repository of structured organic reaction records Reactants: FC(C(=O)O)(F)F.ClC=1C=C(C=CC1Cl)NC1=NC=NC2=CC(=C(C=C12)OC)O (4-[(3,4-dichlorophenyl)amino]-6-(methyloxy)quinazolin-7-ol trifluoroacetate), (3-endo)-3-[(methylsulfonyl)oxy]-8-azabicyclo[3.2.1]octane, C([O-])([O-])=O.[K+].[K+] (potassium carbonate). The solvent is CN(C(C)=O)C (N,N-dimethylacetamide). Reaction conditions: time 48 hour. Yields the product Cl.N1=CN=C(C2=CC=CC=C12)N (quinazolin-4-amine hydrochloride). RXN SMILES: FC(F)(F)C(O)=O.[Cl:8]C1C=C([NH:16][C:17]2[C:26]3[C:21](=[CH:22][C:23](O)=[C:24](OC)[CH:25]=3)[N:20]=[CH:19][N:18]=2)C=CC=1Cl.C(=O)([O-])[O-].[K+].[K+]>CN(C)C(=O)C>[ClH:8].[N:20]1[C:21]2[C:26](=[CH:25][CH:24]=[CH:23][CH:22]=2)[C:17]([NH2:16])=[N:18][CH:19]=1 |f:0.1,2.3.4,6.7|. Procedure: A solution of 4-[(3,4-dichlorophenyl)amino]-6-(methyloxy)quinazolin-7-ol trifluoroacetate (salt) (0.150 g, 0.322 mmol), (3-endo)-3-[(methylsulfonyl)oxy]-8-azabicyclo[3.2.1]octane (0.106 g, 0.483 mmol), and potassium carbonate (0.220 g, 1.60 mmol) in N,N-dimethylacetamide (1.1 mL) was heated in a sealed tube at 100° C. for 12 h, followed by 48 h at room temperature. The crude reaction mixture was filtered through celite using methanol eluent, and the solvents were removed in vacuo. The residue wa... Starting materials: N (NH3), BrC1=CC(=CC(=C1)C)Br (1,3-dibromo-5-methylbenzene), [Cu](C#N)C#N (copper cyanide), N1=CC=CC=C1 (pyridine). Solvent: O (H2O), CN(C)C=O (DMF). Conditions: temperature 190 celsius. Yields the product BrC=1C=C(C#N)C=C(C1)C (3-Bromo-5-methylbenzonitrile). Yield: 147.9%. As a reaction SMILES: Br[C:2]1[CH:7]=[C:6]([CH3:8])[CH:5]=[C:4]([Br:9])[CH:3]=1.[Cu](C#N)[C:11]#[N:12].N1C=CC=CC=1.N>O.CN(C=O)C>[Br:9][C:4]1[CH:3]=[C:2]([CH:7]=[C:6]([CH3:8])[CH:5]=1)[C:11]#[N:12]. Procedure: A mixture of 1,3-dibromo-5-methylbenzene (1.0 g, 4.0 mmol), copper cyanide (0.179 g, 2.00 mmol), pyridine (0.323 mL, 4.00 mmol), and DMF (15 mL) were heated at 190° C. for 10 h in microwave reactor. The reaction mixture was allowed to cool to r.t., and then poured into a solution of H2O (20 mL) and aq. NH3 solution (25-35% NH3, 10 mL) and the water phase was extracted with EtOAc. The combined organic extracts were dried (Mg2SO4), filtered and concentrated in vacuo. The residue was purified by si... Reactants: C(C1=CC=CC=C1)OC1=CC=C(C=C1)B(O)O (4-benzyloxyphenyl boronic acid), BrC=1C=C2CCC(C2=CC1)=O (5-bromo-1-indanone), C1(CCCCC1)P(C1CCCCC1)C1CCCCC1 (tricyclohexylphosphine), [F-].[K+] (potassium fluoride). Reagents/catalysts: C(C)(=O)[O-].[Pd+2].C(C)(=O)[O-] (palladium acetate). Solvent: O1CCOCC1 (dioxane). Product: C(C1=CC=CC=C1)OC1=CC=C(C=C1)C=1C=C2CCC(C2=CC1)=O (5-(4-Benzyloxyphenyl)-1-indanone). Yield: 36.1%. Reaction SMILES: [CH2:1]([O:8][C:9]1[CH:14]=[CH:13][C:12](B(O)O)=[CH:11][CH:10]=1)[C:2]1[CH:7]=[CH:6][CH:5]=[CH:4][CH:3]=1.Br[C:19]1[CH:20]=[C:21]2[C:25](=[CH:26][CH:27]=1)[C:24](=[O:28])[CH2:23][CH2:22]2.C1(P(C2CCCCC2)C2CCCCC2)CCCCC1.[F-].[K+]>O1CCOCC1.C([O-])(=O)C.[Pd+2].C([O-])(=O)C>[CH2:1]([O:8][C:9]1[CH:14]=[CH:13][C:12]([C:19]2[CH:20]=[C:21]3[C:25](=[CH:26][CH:27]=2)[C:24](=[O:28])[CH2:23][CH2:22]3)=[CH:11][CH:10]=1)[C:2]1[CH:7]=[CH:6][CH:5]=[CH:4][CH:3]=1 |f:3.4,6.7.8|. Procedure: A solution of 4-benzyloxyphenyl boronic acid (0.15 g, 0.66 mmol), 5-bromo-1-indanone (0.10 g, 0.44 mmol), palladium acetate (2.0 mg, 0.009 mmol), tricyclohexylphosphine (7.0 mg, 0.018 mmol) and potassium fluoride (0.077 g, 1.32 mmol) in dioxane (2.5 mL) was stirred at 75° C. for 3 h. The reaction mixture was filtered through celite. Silica gel chromatography eluting with 25% ethyl acetate/hexane gave 0.05 g of desired product: 1H NMR (500 MHz, CDCl3) δ 7.85 (d, J=8.0 Hz, 1H), 7.68 (s, 1H), 7.62 ... Starting materials: Cc1ccc(OCCCBr)cc1, O=C(O)C=CC(=O)O, CCN(c1nc2ccccc2s1)C1CCNCC1, CN(C)C=O, [I-], [K+], [Na+], [Na+], O=C([O-])[O-]. The product is CCN(c1nc2ccccc2s1)C1CCN(CCCOc2ccc(C)cc2)CC1. Reaction SMILES: [Br:1][CH2:2][CH2:3][CH2:4][O:5][c:6]1[cH:7][cH:8][c:9]([CH3:12])[cH:10][cH:11]1.[C:13]([OH:14])(=[O:15])[CH:16]=[CH:17][C:18]([OH:19])=[O:20].[CH2:21]([CH3:22])[N:23]([c:24]1[s:25][c:26]2[c:27]([n:28]1)[cH:29][cH:30][cH:31][cH:32]2)[CH:33]1[CH2:34][CH2:35][NH:36][CH2:37][CH2:38]1.[CH3:47][N:48]([CH3:49])[CH:50]=[O:51].[I-:46].[K+:45].[Na+:39].[Na+:40].[O-:41][C:42](=[O:43])[O-:44]>>[CH2:2]([CH2:3][CH2:4][O:5][c:6]1[cH:7][cH:8][c:9]([CH3:12])[cH:10][cH:11]1)[N:36]1[CH2:35][CH2:34][CH:33]([N:23]([CH2:21][CH3:22])[c:24]2[s:25][c:26]3[c:27]([n:28]2)[cH:29][cH:30][cH:31][cH:32]3)[CH2:38][CH2:37]1. Starting materials: CCOC(=O)C1CC(OS(C)(=O)=O)CN1CC, CN(C)C=O, [N-]=[N+]=[N-], [Na+]. The product is CCOC(=O)C1CC(N=[N+]=[N-])CN1CC. As a reaction SMILES: [CH2:1]([CH3:2])[O:3][C:4](=[O:5])[CH:6]1[N:7]([CH2:16][CH3:17])[CH2:8][CH:9]([O:11][S:12]([CH3:13])(=[O:14])=[O:15])[CH2:10]1.[CH3:22][N:23]([CH3:24])[CH:25]=[O:26].[N-:19]=[N+:20]=[N-:21].[Na+:18]>>[CH2:1]([CH3:2])[O:3][C:4](=[O:5])[CH:6]1[N:7]([CH2:16][CH3:17])[CH2:8][CH:9]([N:19]=[N+:20]=[N-:21])[CH2:10]1. The reactants are ClC1=CC=C(S1)B(O)O (5-chloro-thiophene-2-boronic acid), C([O-])([O-])=O.[Na+].[Na+] (sodium carbonate), ClC1=CC=C(S1)B(O)O (5-chloro-thiophene-2-boronic acid), BrC1=CC=C(C=C1)C(CCC(=O)OC)=O (4-(4-bromo-phenyl)-4-oxo-butyric acid, methyl ester). Reagents/catalysts: C=1C=CC(=CC1)[P](C=2C=CC=CC2)(C=3C=CC=CC3)[Pd]([P](C=4C=CC=CC4)(C=5C=CC=CC5)C=6C=CC=CC6)([P](C=7C=CC=CC7)(C=8C=CC=CC8)C=9C=CC=CC9)[P](C=1C=CC=CC1)(C=1C=CC=CC1)C=1C=CC=CC1 (tetrakis(triphenylphosphine)palladium(0)). Run in C1(=CC=CC=C1)C (toluene). Conditions: temperature 70 celsius, time 20 hour. Yields the product ClC1=CC=C(S1)C1=CC=C(C=C1)C(CCC(=O)OC)=O (4-[4-(5-chloro-thiophen-2-yl)-phenyl]-4-oxo-butyric acid, methyl ester). The yield is 66.5%. RXN SMILES: [Cl:1][C:2]1[S:6][C:5](B(O)O)=[CH:4][CH:3]=1.Br[C:11]1[CH:16]=[CH:15][C:14]([C:17](=[O:24])[CH2:18][CH2:19][C:20]([O:22][CH3:23])=[O:21])=[CH:13][CH:12]=1.C(=O)([O-])[O-].[Na+].[Na+]>C1C=CC([P]([Pd]([P](C2C=CC=CC=2)(C2C=CC=CC=2)C2C=CC=CC=2)([P](C2C=CC=CC=2)(C2C=CC=CC=2)C2C=CC=CC=2)[P](C2C=CC=CC=2)(C2C=CC=CC=2)C2C=CC=CC=2)(C2C=CC=CC=2)C2C=CC=CC=2)=CC=1.C1(C)C=CC=CC=1>[Cl:1][C:2]1[S:6][C:5]([C:11]2[CH:12]=[CH:13][C:14]([C:17](=[O:24])[CH2:18][CH2:19][C:20]([O:22][CH3:23])=[O:21])=[CH:15][CH:16]=2)=[CH:4][CH:3]=1 |f:2.3.4,^1:34,36,55,74|. Procedure details: A stirred mixture of 5-chloro-thiophene-2-boronic acid (5.15 g, 0.0317 mol), 4-(4-bromo-phenyl)-4-oxo-butyric acid, methyl ester (8.00 g, 0.0294 mol), and tetrakis(triphenylphosphine)palladium(0) (1.09 g, 0.00094 mol) in a two-phase mixture of toluene (62 mL) and 2.0 M aqueous sodium carbonate (31 mL, 0.062 mol) was heated at 70° C. for 20 hours and allowed to cool to room temperature. Additional 5-chloro-thiophene-2-boronic acid (0.369 g, 0.00227 mol) was added, and the mixture was reheated at ... Starting materials: NC1=CC=C(C=C1)N1CC(C1)CNC(OC(C)(C)C)=O (tert-Butyl [1-(4-aminophenyl)azetidin-3-yl]methylcarbamate), C(=O)(N1C=NC=C1)N1C=NC=C1 (carbonyldiimidazole), ClC1=CC=C(C=C1)C1CCNCC1 (4-(4-chlorophenyl)piperidine). The product is ClC1=CC=C(C=C1)C1CCN(CC1)C(=O)NC1=CC=C(C=C1)N1CC(C1)CNC(OC(C)(C)C)=O (tert-Butyl [1-(4-{[4-(4-Chlorophenyl)piperidin-1-carbonyl]amino}-phenyl)azetidin-3-yl]methylcarbamate). As a reaction SMILES: [NH2:1][C:2]1[CH:7]=[CH:6][C:5]([N:8]2[CH2:11][CH:10]([CH2:12][NH:13][C:14](=[O:20])[O:15][C:16]([CH3:19])([CH3:18])[CH3:17])[CH2:9]2)=[CH:4][CH:3]=1.[C:21]([N:28]1[CH:32]=[CH:31]N=[CH:29]1)(N1C=CN=C1)=[O:22].[Cl:33][C:34]1[CH:39]=[CH:38][C:37]([CH:40]2CCNC[CH2:41]2)=[CH:36][CH:35]=1>>[Cl:33][C:34]1[CH:39]=[CH:38][C:37]([CH:40]2[CH2:41][CH2:29][N:28]([C:21]([NH:1][C:2]3[CH:7]=[CH:6][C:5]([N:8]4[CH2:9][CH:10]([CH2:12][NH:13][C:14](=[O:20])[O:15][C:16]([CH3:17])([CH3:19])[CH3:18])[CH2:11]4)=[CH:4][CH:3]=3)=[O:22])[CH2:32][CH2:31]2)=[CH:36][CH:35]=1. Procedure: tert-Butyl [1-(4-aminophenyl)azetidin-3-yl]methylcarbamate was reacted with carbonyldiimidazole and 4-(4-chlorophenyl)piperidine by method A. This resulted in the product with the molecular weight of 499.06 (C27H35ClN4O3; MS (ESI): 499 (M+H+). Reactants: Cl (hydrochloric acid), C(CCC)[Li] (n-Butyllithium), BrC1=C(C=C(C=C1)C(F)(F)F)SC (4-bromo-3-(methylsulphenyl)benzotrifluoride), C(=O)=O (carbon dioxide). Solvent: CCOCC (ether). Yields the product CSC1=C(C(=O)O)C=CC(=C1)C(F)(F)F (2-(methylsulphenyl)-4-trifluoromethylbenzoic acid). RXN SMILES: C([Li])CCC.Br[C:7]1[CH:12]=[CH:11][C:10]([C:13]([F:16])([F:15])[F:14])=[CH:9][C:8]=1[S:17][CH3:18].[C:19](=[O:21])=[O:20].Cl>CCOCC>[CH3:18][S:17][C:8]1[CH:9]=[C:10]([C:13]([F:16])([F:15])[F:14])[CH:11]=[CH:12][C:7]=1[C:19]([OH:21])=[O:20]. Reported procedure: n-Butyllithium (2.5M in hexane, 25 ml) was added under an inert atmosphere to a stirred solution of 4-bromo-3-(methylsulphenyl)benzotrifluoride (16.4 g) in ether maintaining the temperature below -70° C. for 2 hours. The mixture was poured onto solid carbon dioxide pellets, stirred for 10 rains and aqueous hydrochloric acid added. The layers were separated and the aqueous layer was extracted with ether. The combined organic layers were washed with water, dried (MgSO4) and filtered. The filtrate ...